From a dataset of the Open Reaction Database (ORD), a public repository of structured organic reaction records. describe an organic reaction: reactants, conditions, products, and yield Reactants: O (water), lithium-cobalt (I) phthalocyanine, C1CCOC1 (THF), C(C)OC(C=CC1=CC=C(C=C1)[N+](=O)[O-])=O (p-nitro cinnamic ethyl ester), C(=O)=O (CO2). Run in C(C)O (ethanol). Yields the product C(C)OC(C=CC1=CC=C(C=C1)N)=O (p-amino cinnamic ethyl ester). The yield is 81.9%. As a reaction SMILES: C1COCC1.[CH2:6]([O:8][C:9](=[O:21])[CH:10]=[CH:11][C:12]1[CH:17]=[CH:16][C:15]([N+:18]([O-])=O)=[CH:14][CH:13]=1)[CH3:7].O.C(=O)=O>C(O)C>[CH2:6]([O:8][C:9](=[O:21])[CH:10]=[CH:11][C:12]1[CH:13]=[CH:14][C:15]([NH2:18])=[CH:16][CH:17]=1)[CH3:7]. Reported procedure: Under nitrogen, 17.5 g (19.4 mmol) lithium-cobalt (I) phthalocyanine×4.5 THF and 663 mg (3 mmol) p-nitro cinnamic ethyl ester are agitated in 100 ml ethanol for 65 hours at 20° C. The green reaction mixture is mixed with 10 ml water; CO2 and air are passed into it for 5 min. and the blue precipitate is centrifuged which is washed out with ethanol and ether. The centrifugate collected is concentrated and the residue separated into methylene chloride and water. Concentration of the organic phase, ... Starting materials: C(C=C)OC(=O)C(N1C([C@@H]([C@H]1[C@H](C(=O)C1=CN2C(S1)=C(N=C2)C(=O)C=2C=NC=CC2)C)[C@@H](C)O)=O)=P(C2=CC=CC=C2)(C2=CC=CC=C2)C2=CC=CC=C2 ((3S,4R)-1-[allyloxycarbonyl(triphenylphosphoranylidene)methyl]-3-[(1R)-1-hydroxyethyl]-4-[(1R)-1-methyl-2-[7-(pyridin-3-yl)carbonylimidazo[5,1-b]thiazol-2-yl]-2-oxoethyl]azetidin-2-one). Run in C1(=CC=CC=C1)C (Toluene). The product is O[C@H](C)[C@@H]1[C@@H]2N(C(=C([C@@H]2C)C2=CN3C(S2)=C(N=C3)C(=O)C=3C=NC=CC3)C(=O)OCC=C)C1=O (allyl (1S,5R,6S)-6-[(1R)-1-hydroxyethyl]-2-[7-(pyridin-3-yl)carbonylimidazo[5,1-b]thiazol-2-yl]-1-methylcarbapen-2-em-3-carboxylate). Isolated yield 79.1%. Reaction SMILES: [CH2:1]([O:4][C:5]([C:7](=P(C1C=CC=CC=1)(C1C=CC=CC=1)C1C=CC=CC=1)[N:8]1[C@H:11]([C@@H:12]([CH3:31])[C:13]([C:15]2[S:19][C:18]3=[C:20]([C:23]([C:25]4[CH:26]=[N:27][CH:28]=[CH:29][CH:30]=4)=[O:24])[N:21]=[CH:22][N:17]3[CH:16]=2)=O)[C@@H:10]([C@H:32]([OH:34])[CH3:33])[C:9]1=[O:35])=[O:6])[CH:2]=[CH2:3]>C1(C)C=CC=CC=1>[OH:34][C@@H:32]([C@H:10]1[C:9](=[O:35])[N:8]2[C:7]([C:5]([O:4][CH2:1][CH:2]=[CH2:3])=[O:6])=[C:13]([C:15]3[S:19][C:18]4=[C:20]([C:23]([C:25]5[CH:26]=[N:27][CH:28]=[CH:29][CH:30]=5)=[O:24])[N:21]=[CH:22][N:17]4[CH:16]=3)[C@H:12]([CH3:31])[C@H:11]12)[CH3:33]. Procedure: Toluene (20 ml) was added to 0.76 g of (3S,4R)-1-[allyloxycarbonyl(triphenylphosphoranylidene)methyl]-3-[(1R)-1-hydroxyethyl]-4-[(1R)-1-methyl-2-[7-(pyridin-3-yl)carbonylimidazo[5,1-b]thiazol-2-yl]-2-oxoethyl]azetidin-2-one, and the mixture was heated under reflux for 2 hr. The reaction solution was concentrated by removing the solvent, and the concentrate was purified by column chromatography on silica gel (eluted with 5 to 10% methanol/ethyl acetate). The eluate containing the contemplated pro... Starting materials: NCC1=NC=C(N=C1)C (2-(aminomethyl)-5-methylpyrazine), crude product, C(C1=CC=CC=C1)(=O)N=C=S (benzoyl isothiocyanate), N (ammonia). The solvent is CO (methanol). Yields the product CC=1N=CC(=NC1)CNC(=S)N (1-[(5-Methylpyrazin-2-yl)methyl]thiourea). The yield is 91.0%. As a reaction SMILES: [NH2:1][CH2:2][C:3]1[CH:8]=[N:7][C:6]([CH3:9])=[CH:5][N:4]=1.C([N:18]=[C:19]=[S:20])(=O)C1C=CC=CC=1.N>CO>[CH3:9][C:6]1[N:7]=[CH:8][C:3]([CH2:2][NH:1][C:19]([NH2:18])=[S:20])=[N:4][CH:5]=1. Procedure: The title compound was prepared in accordance with the general method described in Example 12(a) by using 2-(aminomethyl)-5-methylpyrazine (1.00 g, 7.89 mmol), benzoyl isothiocyanate (1.20 mL, 8.90 mmol) and ammonia in methanol (7 N, 27 mL) with the exception that the crude product isolated by filtration (1.30 g, 91% yield) was used in the next step without further purification. Starting materials: aqueous solution, [OH-].[NH4+] (ammonium hydroxide), NC=1C=C(C=C(C1)Br)C(F)(F)F (3-Amino-5-bromobenzotrifluoride), OC=1C=CC=C2C=CC=NC12 (8-hydroxy quinoline), N1C=NC=C1 (imidazole), C([O-])([O-])=O.[K+].[K+] (potassium carbonate). The reagents and catalysts are [Cu]I (CuI). The solvent is CS(=O)C (DMSO), CCOC(=O)C (EtOAc), O (Water). Reaction conditions: temperature 120 celsius, time 1 hour. Product: N1(C=NC=C1)C=1C=C(N)C=C(C1)C(F)(F)F (3-(1H-imidazol-1-yl)-5-(trifluoromethyl)aniline). Yield: 66.2%. As a reaction SMILES: [NH2:1][C:2]1[CH:3]=[C:4]([C:9]([F:12])([F:11])[F:10])[CH:5]=[C:6](Br)[CH:7]=1.OC1C=CC=C2C=1N=CC=C2.[NH:24]1[CH:28]=[CH:27][N:26]=[CH:25]1.C(=O)([O-])[O-].[K+].[K+].[OH-].[NH4+]>CS(C)=O.[Cu]I.CCOC(C)=O.O>[N:24]1([C:6]2[CH:7]=[C:2]([CH:3]=[C:4]([C:9]([F:10])([F:12])[F:11])[CH:5]=2)[NH2:1])[CH:28]=[CH:27][N:26]=[CH:25]1 |f:3.4.5,6.7|. Procedure: A mixture of 3-Amino-5-bromobenzotrifluoride (4.0 g, 0.0167 mol), 8-hydroxy quinoline (0.362 g, 0.0025 mol), CuI (0.476 g, 0.025 mol), imidazole (1.36 g, 0.0199 mol), and potassium carbonate (2.52 g, 0.0183 mol) in 17 mL of DMSO (degassed with argon for ˜10 min) was heated at 120° C. under an atmosphere of argon for 15 h; the HPLC indicated no starting material. A 14% aqueous solution of ammonium hydroxide was added to the cooled mixture and this was stirred for 1 h at ambient temperature. Water... Starting materials: O (Water), C([O-])([O-])=O.[K+].[K+] (potassium carbonate), C(C1=CC=CC=C1)Br (benzyl bromide), OC=1C(=C(C=C(C1)O)CC(=O)OC)C1=CC=CC=C1 (Methyl 3,5-dihydroxy-2-phenylphenylacetate). Solvent: CC(=O)C (acetone). The product is C(C1=CC=CC=C1)OC=1C(=C(C=C(C1)OCC1=CC=CC=C1)CC(=O)OC)C1=CC=CC=C1 (methyl 3,5-bis(benzyloxy)-2-phenylphenylacetate). The yield is 168.1%. Reaction SMILES: [OH:1][C:2]1[C:3]([C:14]2[CH:19]=[CH:18][CH:17]=[CH:16][CH:15]=2)=[C:4]([CH2:9][C:10]([O:12][CH3:13])=[O:11])[CH:5]=[C:6]([OH:8])[CH:7]=1.C(=O)([O-])[O-].[K+].[K+].[CH2:26](Br)[C:27]1[CH:32]=[CH:31][CH:30]=[CH:29][CH:28]=1.O>CC(C)=O>[CH2:26]([O:1][C:2]1[C:3]([C:14]2[CH:19]=[CH:18][CH:17]=[CH:16][CH:15]=2)=[C:4]([CH2:9][C:10]([O:12][CH3:13])=[O:11])[CH:5]=[C:6]([O:8][CH2:14][C:3]2[CH:4]=[CH:5][CH:6]=[CH:7][CH:2]=2)[CH:7]=1)[C:27]1[CH:32]=[CH:31][CH:30]=[CH:29][CH:28]=1 |f:1.2.3|. Reported procedure: Compound 1 (1.81 g, 7.00 mmol) obtained in Example 1 was dissolved in acetone (50 mL), and potassium carbonate (5.88 g, 42.6 mmol) and benzyl bromide (3.33 mL, 28.0 mmol) were added thereto and stirred with heating under reflux for 1.5 hours. Water was added to the reaction mixture, and extracted with ethyl acetate. The organic layer was washed with aqueous saturated sodium chloride solution, and dried over anhydrous sodium sulfate, and the solvent was evaporated away under reduced pressure. The... Starting materials: CCOC(C)=O, O=c1[nH]nc2c(Cl)c(-c3ccc(Cl)cc3)cnn12, FC(F)(F)c1ccc(CBr)cc1, [K+], [K+], O=C([O-])[O-], CN(C)C=O. Yields the product O=c1n(Cc2ccc(C(F)(F)F)cc2)nc2c(Cl)c(-c3ccc(Cl)cc3)cnn12. RXN SMILES: [CH3:37][CH2:38][O:39][C:40]([CH3:41])=[O:42].[Cl:1][c:2]1[c:3]2[n:4]([n:5][cH:6][c:7]1-[c:8]1[cH:9][cH:10][c:11]([Cl:14])[cH:12][cH:13]1)[c:15](=[O:18])[nH:16][n:17]2.[F:19][C:20]([c:21]1[cH:22][cH:23][c:24]([CH2:25][Br:26])[cH:27][cH:28]1)([F:29])[F:30].[K+:31].[K+:32].[O-:33][C:34]([O-:35])=[O:36].[O:43]=[CH:44][N:45]([CH3:46])[CH3:47]>>[Cl:1][c:2]1[c:3]2[n:4]([n:5][cH:6][c:7]1-[c:8]1[cH:9][cH:10][c:11]([Cl:14])[cH:12][cH:13]1)[c:15](=[O:18])[n:16]([CH2:25][c:24]1[cH:23][cH:22][c:21]([C:20]([F:19])([F:29])[F:30])[cH:28][cH:27]1)[n:17]2.